From a dataset of the Open Reaction Database (ORD), a public repository of structured organic reaction records. describe an organic reaction: reactants, conditions, products, and yield Reactants: CCN(C(C)C)C(C)C, ClCCl, N#Cc1cc(Br)ccc1N, O=C(Cl)c1cccs1. Product: N#Cc1cc(Br)ccc1NC(=O)c1cccs1. As a reaction SMILES: [CH:11]([N:12]([CH2:13][CH3:14])[CH:15]([CH3:16])[CH3:17])([CH3:18])[CH3:19].[Cl:28][CH2:29][Cl:30].[NH2:1][c:2]1[c:3]([C:4]#[N:5])[cH:6][c:7]([Br:10])[cH:8][cH:9]1.[s:20]1[c:21]([C:25](=[O:26])[Cl:27])[cH:22][cH:23][cH:24]1>>[NH:1]([c:2]1[c:3]([C:4]#[N:5])[cH:6][c:7]([Br:10])[cH:8][cH:9]1)[C:25]([c:21]1[s:20][cH:24][cH:23][cH:22]1)=[O:26].